Dataset: the Open Reaction Database (ORD), a public repository of structured organic reaction records. Task: describe an organic reaction: reactants, conditions, products, and yield Run at time 90 minute. Run in C1CCOC1 (THF). Starting materials: 13C{1}, BrC1=C(C(=CC=C1)Br)C1OCCCO1 (2-(2,6-Dibromophenyl)-1,3-dioxane), CI (methyliodide), [Li]CCCC (n-BuLi). Yield: 96.0%. Yields the product BrC1=C(C=O)C(=CC=C1)C (2-Bromo-6-methyl-benzaldehyde). As a reaction SMILES: Br[C:2]1[CH:7]=[CH:6][CH:5]=[C:4]([Br:8])[C:3]=1[CH:9]1[O:14]CCCO1.[Li][CH2:16]CCC.CI>C1COCC1>[Br:8][C:4]1[CH:5]=[CH:6][CH:7]=[C:2]([CH3:16])[C:3]=1[CH:9]=[O:14]. Reported procedure: 1H NMR (500 MHz, CDCl3) δ [ppm] 7.55 (d, 3J=8.0 Hz 2 H, ar), 7.00 (t, 3J=8.0 Hz 1 H, ar), 6.19 (s, 1 H, CH), 4.33-4.29 (m, 2 H, CH2), 4.02-3.97 (m, 2 H, CH2), 2.44-2.34 (m, 1 H, CH2), 1.44-1.40 (m, 1 H, CH2); 13C{1} NMR (125.77 MHz, CDCl3) δ [ppm] 133.9, 132.5, 129.8, 122.9, 101.6, 66.7, 24.1. The acetal (10.1 g, 31.25 mmol) was dissolved in THF, abs. (200 ml). At −78° C. n-BuLi (15.1 ml, 2.5 M in hexane, 37.8 mmol) was added within 25 min, followed by 90 min additional stirring at that temperat... Reactants: N#CN.[Na] (monosodium cyanamide), C1(=CC=CC=C1)COC1=CC=C(C=C1)N=C=S (4-phenylmethoxyphenylisothiocyanate). Solvent: C(C)O (ethanol). Run at time 1 hour. Yields the product C(#N)NC(=S)NC1=CC=C(C=C1)OCC1=CC=CC=C1 (N-Cyano-N'-(4-phenylmethoxyphenyl)thiourea). The yield is 68.2%. Reaction SMILES: [N:1]#[C:2][NH2:3].[Na].[C:5]1([CH2:11][O:12][C:13]2[CH:18]=[CH:17][C:16]([N:19]=[C:20]=[S:21])=[CH:15][CH:14]=2)[CH:10]=[CH:9][CH:8]=[CH:7][CH:6]=1>C(O)C>[C:2]([NH:3][C:20]([NH:19][C:16]1[CH:15]=[CH:14][C:13]([O:12][CH2:11][C:5]2[CH:10]=[CH:9][CH:8]=[CH:7][CH:6]=2)=[CH:18][CH:17]=1)=[S:21])#[N:1] |f:0.1,^1:3|. Procedure details: The suspension of monosodium cyanamide (1.33 g, 20.7 mmol) in absolute ethanol (50 mL) was slowly treated with 4-phenylmethoxyphenylisothiocyanate (5.0 g, 20.7 mmol). The reaction was allowed to stir at room temperature for 1 hour and then heated at 75° C. for 4 hours. The reaction was cooled to room temperature and the colorless solid was filtered and washed with ethanol to give the title A compound (4.0 g), m.p. >270° C.